This data is from the Open Reaction Database (ORD), a public repository of structured organic reaction records. The task is: describe an organic reaction: reactants, conditions, products, and yield Starting materials: C(C)(C)(C)OC(=O)NCCC[N-]C(CBr)=O ([3-[N-(tert-butoxycarbonyl)amino]propyl]-N-(bromoacetyl)-amide), Cl (hydrochloric acid). The solvent is C(C)(=O)OCC (ethyl acetate), C(C)(=O)OCC (ethyl acetate). Yields the product Cl.BrCC(=O)NCCCN ((3-[N-(Bromoacetyl)amino]propyl]amine, hydrochloride). Reaction SMILES: C(OC([NH:8][CH2:9][CH2:10][CH2:11][N-:12][C:13](=[O:16])[CH2:14][Br:15])=O)(C)(C)C.[ClH:17]>C(OCC)(=O)C>[ClH:17].[Br:15][CH2:14][C:13]([NH:12][CH2:11][CH2:10][CH2:9][NH2:8])=[O:16] |f:3.4|. Reported procedure: 3.1 g (10.5 mmol) of [3-[N-(tert-butoxycarbonyl)amino]propyl]-N-(bromoacetyl)-amide (Example 49a) is stirred with 50 mmol. of 1M hydrochloric acid in ethyl acetate for five hours at room temperature. The product is suctioned off, and the solid is rewashed with ethyl acetate. Starting materials: Cl.N[C@@H]1C(N(CC1)CC=1C=C(C#N)C=CC1)=O (3-(3-(S)-amino-2-oxo-pyrrolidin-1-ylmethyl)-benzonitrile hydrochloride), ClC1=CC=C(S1)C=1SC(=CC1)S(=O)(=O)Cl (5'-chloro-[2,2']bithiophenyl-5-sulfonyl chloride). Yields the product C(#N)C=1C=C(CN2C([C@H](CC2)NS(=O)(=O)C2=CC=C(S2)C=2SC(=CC2)Cl)=O)C=CC1 (5'-Chloro-[2,2']-bithiophenyl-5-sulfonic acid [1-(3-cyanobenzyl)-2-oxo-pyrrolidin-3-(S)-yl]-amide). RXN SMILES: Cl.[NH2:2][C@H:3]1[CH2:7][CH2:6][N:5]([CH2:8][C:9]2[CH:10]=[C:11]([CH:14]=[CH:15][CH:16]=2)[C:12]#[N:13])[C:4]1=[O:17].[Cl:18][C:19]1[S:23][C:22]([C:24]2[S:25][C:26]([S:29](Cl)(=[O:31])=[O:30])=[CH:27][CH:28]=2)=[CH:21][CH:20]=1>>[C:12]([C:11]1[CH:10]=[C:9]([CH:16]=[CH:15][CH:14]=1)[CH2:8][N:5]1[CH2:6][CH2:7][C@H:3]([NH:2][S:29]([C:26]2[S:25][C:24]([C:22]3[S:23][C:19]([Cl:18])=[CH:20][CH:21]=3)=[CH:28][CH:27]=2)(=[O:30])=[O:31])[C:4]1=[O:17])#[N:13] |f:0.1|. Procedure details: The title compound is prepared from 3-(3-(S)-amino-2-oxo-pyrrolidin-1-ylmethyl)-benzonitrile hydrochloride as described in EXAMPLE 1, Part E using 5'-chloro-[2,2']bithiophenyl-5-sulfonyl chloride in place of benzo[b]thiophene-2-sulfonyl chloride. The crude product is triturated with EtOAc/CH2Cl2 to yield a beige solid. Starting materials: CS(=O)(=O)c1ccc(N2CCc3c(OC4CCNCC4)cccc32)cc1, CCN(C(C)C)C(C)C, O=C(Cl)CC1CCCC1, ClCCl, Cl. Product: CS(=O)(=O)c1ccc(N2CCc3c(OC4CCN(C(=O)CC5CCCC5)CC4)cccc32)cc1. Reaction SMILES: [CH3:2][S:3](=[O:4])(=[O:5])[c:6]1[cH:7][cH:8][c:9]([N:12]2[CH2:13][CH2:14][c:15]3[c:16]([O:21][CH:22]4[CH2:23][CH2:24][NH:25][CH2:26][CH2:27]4)[cH:17][cH:18][cH:19][c:20]32)[cH:10][cH:11]1.[CH:28]([N:29]([CH2:30][CH3:31])[CH:32]([CH3:33])[CH3:34])([CH3:35])[CH3:36].[CH:37]1([CH2:42][C:43](=[O:44])[Cl:45])[CH2:38][CH2:39][CH2:40][CH2:41]1.[Cl:46][CH2:47][Cl:48].[ClH:1]>>[CH3:2][S:3](=[O:4])(=[O:5])[c:6]1[cH:7][cH:8][c:9]([N:12]2[CH2:13][CH2:14][c:15]3[c:16]([O:21][CH:22]4[CH2:23][CH2:24][N:25]([C:43]([CH2:42][CH:37]5[CH2:38][CH2:39][CH2:40][CH2:41]5)=[O:44])[CH2:26][CH2:27]4)[cH:17][cH:18][cH:19][c:20]32)[cH:10][cH:11]1.